From a dataset of the Open Reaction Database (ORD), a public repository of structured organic reaction records. describe an organic reaction: reactants, conditions, products, and yield The reactants are CO, COC(=O)c1cc(Cl)c2[nH]c(=O)[nH]c2c1, [Li+], C1CCOC1, [OH-]. The product is O=C(O)c1cc(Cl)c2[nH]c(=O)[nH]c2c1. Reaction SMILES: [CH3:23][OH:24].[Cl:1][c:2]1[cH:3][c:4]([C:12](=[O:13])[O:14][CH3:15])[cH:5][c:6]2[c:7]1[nH:8][c:9](=[O:11])[nH:10]2.[Li+:16].[O:18]1[CH2:19][CH2:20][CH2:21][CH2:22]1.[OH-:17]>>[Cl:1][c:2]1[cH:3][c:4]([C:12](=[O:13])[OH:14])[cH:5][c:6]2[c:7]1[nH:8][c:9](=[O:11])[nH:10]2. Starting materials: O=C([O-])O, COc1ccccc1-c1cn(S(=O)(=O)c2ccc(C)cc2)c2ncc(B3OC(C)(C)C(C)(C)O3)cc12, CC#N, CN(C)C(=O)C(C#N)c1cc(Cl)ncn1, [Na+]. The product is COc1ccccc1-c1cn(S(=O)(=O)c2ccc(C)cc2)c2ncc(-c3cc(C(C#N)C(=O)N(C)C)ncn3)cc12. RXN SMILES: [C:52](=[O:53])([OH:54])[O-:55].[CH3:1][O:2][c:3]1[c:4](-[c:9]2[cH:10][n:11]([S:27](=[O:28])(=[O:29])[c:30]3[cH:31][cH:32][c:33]([CH3:36])[cH:34][cH:35]3)[c:12]3[n:13][cH:14][c:15]([B:18]4[O:19][C:20]([CH3:21])([CH3:22])[C:23]([CH3:24])([CH3:25])[O:26]4)[cH:16][c:17]23)[cH:5][cH:6][cH:7][cH:8]1.[CH3:57][C:58]#[N:59].[Cl:37][c:38]1[cH:39][c:40]([CH:44]([C:45](=[O:46])[N:47]([CH3:48])[CH3:49])[C:50]#[N:51])[n:41][cH:42][n:43]1.[Na+:56]>>[CH3:1][O:2][c:3]1[c:4](-[c:9]2[cH:10][n:11]([S:27](=[O:28])(=[O:29])[c:30]3[cH:31][cH:32][c:33]([CH3:36])[cH:34][cH:35]3)[c:12]3[n:13][cH:14][c:15](-[c:38]4[cH:39][c:40]([CH:44]([C:45](=[O:46])[N:47]([CH3:48])[CH3:49])[C:50]#[N:51])[n:41][cH:42][n:43]4)[cH:16][c:17]23)[cH:5][cH:6][cH:7][cH:8]1.